This data is from the Open Reaction Database (ORD), a public repository of structured organic reaction records. The task is: describe an organic reaction: reactants, conditions, products, and yield The reactants are BrC1=CC(=C(N)C=C1)[N+](=O)[O-] (4-Bromo-2-nitroaniline), C(=O)([O-])[O-].[Na+].[Na+] (Na2CO3), S1C(=CC=C1)B(O)O (2-thiopeneboronic acid). The reagents and catalysts are C1=CC=C(C=C1)P([C-]2C=CC=C2)C3=CC=CC=C3.C1=CC=C(C=C1)P([C-]2C=CC=C2)C3=CC=CC=C3.Cl[Pd]Cl.[Fe+2] (PdCl2(dppf)2). Solvent: CN(C)C=O.O (DMF H2O), CN(C)C=O (DMF). Reaction conditions: temperature 23 celsius, time 10 minute. Yields the product [N+](=O)([O-])C1=C(C=CC(=C1)C=1SC=CC1)N (2-Nitro -4-(2-thienyl)phenylamine). Reaction SMILES: Br[C:2]1[CH:8]=[CH:7][C:5]([NH2:6])=[C:4]([N+:9]([O-:11])=[O:10])[CH:3]=1.C([O-])([O-])=O.[Na+].[Na+].[S:18]1[CH:22]=[CH:21][CH:20]=[C:19]1B(O)O>CN(C=O)C.O.CN(C=O)C.C1C=CC(P(C2C=CC=CC=2)[C-]2C=CC=C2)=CC=1.C1C=CC(P(C2C=CC=CC=2)[C-]2C=CC=C2)=CC=1.Cl[Pd]Cl.[Fe+2]>[N+:9]([C:4]1[CH:3]=[C:2]([C:19]2[S:18][CH:22]=[CH:21][CH:20]=2)[CH:8]=[CH:7][C:5]=1[NH2:6])([O-:11])=[O:10] |f:1.2.3,5.6,8.9.10.11|. Procedure details: 4-Bromo-2-nitroaniline (1.0 eq) and Na2CO3 (2.0 eq) were dissolved in DMF/H2O (5:1) at room temperature. Nitrogen was bubbled through the reaction mixture for 5 minutes and PdCl2(dppf)2 (0.1 eq) was added. After stirring at 23° C. for approximately 10 minutes, 2-thiopeneboronic acid (1.1 eq) in DMF was added and the reaction was heated at 90° C. for 12 hours. After this time, the solution was concentrated and partitioned between EtOAc and H2O. The layers were separated and the aqueous layer was ... The reactants are F[B-](F)(F)F, O=C([O-])O, C[O+](C)C, CC(C)Oc1nccc2c1C(c1ccccc1C(F)(F)F)c1c(cc[nH]c1=O)N2, ClCCCl, [K+]. Product: COc1nccc2c1C(c1ccccc1C(F)(F)F)c1c(ccnc1OC(C)C)N2. RXN SMILES: [B-:30]([F:31])([F:32])([F:33])[F:34].[C:39](=[O:40])([O-:41])[OH:42].[CH3:35][O+:36]([CH3:37])[CH3:38].[CH:1]([CH3:2])([CH3:3])[O:4][c:5]1[n:6][cH:7][cH:8][c:9]2[c:18]1[CH:17]([c:19]1[c:20]([C:25]([F:26])([F:27])[F:28])[cH:21][cH:22][cH:23][cH:24]1)[c:16]1[c:11]([cH:12][cH:13][nH:14][c:15]1=[O:29])[NH:10]2.[Cl:44][CH2:45][CH2:46][Cl:47].[K+:43]>>[CH:1]([CH3:2])([CH3:3])[O:4][c:5]1[n:6][cH:7][cH:8][c:9]2[c:18]1[CH:17]([c:19]1[c:20]([C:25]([F:26])([F:27])[F:28])[cH:21][cH:22][cH:23][cH:24]1)[c:16]1[c:11]([cH:12][cH:13][n:14][c:15]1[O:29][CH3:35])[NH:10]2.